From a dataset of the Open Reaction Database (ORD), a public repository of structured organic reaction records. describe an organic reaction: reactants, conditions, products, and yield The reactants are CCN(CC)CCN1C(=O)C(=O)c2c(Br)cccc21, C1CCOC1, [Li]CCCC, [Cl-], [NH4+], c1ccc2scnc2c1. The product is CCN(CC)CCN1C(=O)C(O)(c2nc3ccccc3s2)c2c(Br)cccc21. RXN SMILES: [CH2:15]([CH3:16])[N:17]([CH2:18][CH2:19][N:20]1[C:21](=[O:22])[C:23](=[O:24])[c:25]2[c:26]([Br:31])[cH:27][cH:28][cH:29][c:30]21)[CH2:32][CH3:33].[CH2:36]1[O:37][CH2:38][CH2:39][CH2:40]1.[CH3:10][CH2:11][CH2:12][CH2:13][Li:14].[Cl-:34].[NH4+:35].[cH:1]1[cH:2][cH:3][c:4]2[s:5][cH:6][n:7][c:8]2[cH:9]1>>[cH:1]1[cH:2][cH:3][c:4]2[s:5][c:6]([C:23]3([OH:24])[C:21](=[O:22])[N:20]([CH2:19][CH2:18][N:17]([CH2:15][CH3:16])[CH2:32][CH3:33])[c:30]4[c:25]3[c:26]([Br:31])[cH:27][cH:28][cH:29]4)[n:7][c:8]2[cH:9]1.